Dataset: the Open Reaction Database (ORD), a public repository of structured organic reaction records. Task: describe an organic reaction: reactants, conditions, products, and yield The solvent is C(C)#N (acetonitrile). Product: FC[C@H]1N(C(O[C@@H]1C1=CC=C(C=C1)C1=CC(=NO1)CS(=O)(=O)C)(C)C)C(=O)OC(C)(C)C ((4S,5R)-tert-butyl 4-(fluoromethyl)-2,2-dimethyl-5-(4-(3-(methylsulfonylmethyl)isoxazol-5-yl)phenyl)oxazolidine-3-carboxylate). Starting materials: FC[C@H]1N(C(O[C@@H]1C1=CC=C(C=C1)C1=CC(=NO1)COS(=O)(=O)C)(C)C)C(=O)OC(C)(C)C ((4S,5R)-tert-butyl 4-(fluoromethyl)-2,2-dimethyl-5-(4-(3-((methylsulfonyloxy)methyl)isoxazol-5-yl)phenyl)oxazolidine-3-carboxylate), CS(=O)[O-].[Na+] (sodium methanesulfinate), C1COCCOCCOCCOCCOCCO1 (18-crown-6). As a reaction SMILES: [F:1][CH2:2][C@@H:3]1[C@@H:7]([C:8]2[CH:13]=[CH:12][C:11]([C:14]3[O:18][N:17]=[C:16]([CH2:19]OS(C)(=O)=O)[CH:15]=3)=[CH:10][CH:9]=2)[O:6][C:5]([CH3:26])([CH3:25])[N:4]1[C:27]([O:29][C:30]([CH3:33])([CH3:32])[CH3:31])=[O:28].[CH3:34][S:35]([O-:37])=[O:36].[Na+].C1OCCOCCOCCOCCOCCOC1>C(#N)C>[F:1][CH2:2][C@@H:3]1[C@@H:7]([C:8]2[CH:9]=[CH:10][C:11]([C:14]3[O:18][N:17]=[C:16]([CH2:19][S:35]([CH3:34])(=[O:37])=[O:36])[CH:15]=3)=[CH:12][CH:13]=2)[O:6][C:5]([CH3:25])([CH3:26])[N:4]1[C:27]([O:29][C:30]([CH3:32])([CH3:31])[CH3:33])=[O:28] |f:1.2|. The yield is 77.5%. Procedure details: (4S,5R)-tert-butyl 4-(fluoromethyl)-2,2-dimethyl-5-(4-(3-((methylsulfonyloxy)methyl)isoxazol-5-yl)phenyl)oxazolidine-3-carboxylate (200 mg, 0.413 mmol), sodium methanesulfinate (100 mg, 0.83 mmol), and 18-crown-6 (23 mg, 0.08 mmol) in acetonitrile (8 mL) are stirred at room temperature for 16 hours then the mixture is concentrated and purified by column chromatography on silica gel eluting with a gradient of ethyl acetate/heptane to afford the title compound (150 mg). m/z (Cl) 469 [M+H]. Reactants: C(C1=CC=CC=C1)N1CC(N(CC1(C)C)CC1=C2C(=NC(=C1)C1=CC=C(C=C1)O)N(N=C2C)C2OCCCC2)(C)C (4-[4-(4-benzyl-2,2,5,5-tetramethyl-piperazin-1-ylmethyl)-3-methyl-1-(tetra-hydro-pyran-2-yl)-1H-pyrazolo[3,4-b]pyridin-6-yl]-phenol). Run in CO (methanol). Reaction conditions: time 30 minute. The product is CC1=NN(C2=NC(=CC(=C21)CN2C(CNC(C2)(C)C)(C)C)C2=CC=C(C=C2)O)C2OCCCC2 (4-[3-Methyl-1-(tetrahydro-pyran-2-yl)-4-(2,2,5,5-tetramethyl-piperazin-1-ylmethyl)-1H-pyrazolo[3,4-b]pyridin-6-yl]-phenol). Yield: 71.7%. RXN SMILES: C([N:8]1[C:13]([CH3:15])([CH3:14])[CH2:12][N:11]([CH2:16][C:17]2[CH:22]=[C:21]([C:23]3[CH:28]=[CH:27][C:26]([OH:29])=[CH:25][CH:24]=3)[N:20]=[C:19]3[N:30]([CH:34]4[CH2:39][CH2:38][CH2:37][CH2:36][O:35]4)[N:31]=[C:32]([CH3:33])[C:18]=23)[C:10]([CH3:41])([CH3:40])[CH2:9]1)C1C=CC=CC=1>CO>[CH3:33][C:32]1[C:18]2[C:19](=[N:20][C:21]([C:23]3[CH:24]=[CH:25][C:26]([OH:29])=[CH:27][CH:28]=3)=[CH:22][C:17]=2[CH2:16][N:11]2[CH2:12][C:13]([CH3:14])([CH3:15])[NH:8][CH2:9][C:10]2([CH3:41])[CH3:40])[N:30]([CH:34]2[CH2:39][CH2:38][CH2:37][CH2:36][O:35]2)[N:31]=1. Procedure: 250 mg 4-[4-(4-benzyl-2,2,5,5-tetramethyl-piperazin-1-ylmethyl)-3-methyl-1-(tetra-hydro-pyran-2-yl)-1H-pyrazolo[3,4-b]pyridin-6-yl]-phenol was dissolved in 20 ml methanol and purged with argon. 25 mg Palladium (10% on charcoal) were added and the mixture was hydrogenated at r.t. for 30 min. The catalyst was filtered off and the solvents were evaporated. 150 mg (72%) of the title compound were obtained. Reactants: COc1ccccc1C(C)=O, C1CCOC1. Yields the product COc1ccccc1C(C)O. As a reaction SMILES: [CH3:1][O:2][c:3]1[c:4]([C:9]([CH3:10])=[O:11])[cH:5][cH:6][cH:7][cH:8]1.[O:12]1[CH2:13][CH2:14][CH2:15][CH2:16]1>>[CH3:1][O:2][c:3]1[c:4]([CH:9]([CH3:10])[OH:11])[cH:5][cH:6][cH:7][cH:8]1. The reactants are COC1=CC=C(CN(C([O-])=O)[C@H](CCC(CC2=CC=C(C=C2)[N+](=O)[O-])=O)[C@@H](C=2C=NC(=CC2)Cl)O[Si](C)(C)C(C)(C)C)C=C1 (4-Methoxybenzyl[(1R)-1-[(R)-{[tert-butyl(dimethyl)silyl]oxy}(6-chloropyridin-3-yl)methyl]-5-(4-nitrophenyl)-4-oxopentyl]carbamate), FC(C(=O)O)(F)F (trifluoroacetic acid). Solvent: ClCCl (dichloromethane). Run at time 2 hour. The product is [Si](C)(C)(C(C)(C)C)O[C@H](C=1C=CC(=NC1)Cl)[C@@H]1N=C(CC1)CC1=CC=C(C=C1)[N+](=O)[O-] (5-{(R)-{[Tert-butyl(dimethyl)silyl]oxy}[(2R)-5-(4-nitrobenzyl)-3,4-dihydro-2H-pyrrol-2-yl]methyl}-2-chloropyridine). The yield is 100.9%. As a reaction SMILES: COC1C=CC(C[N:8]([C@@H:12]([C@H:27]([O:35][Si:36]([C:39]([CH3:42])([CH3:41])[CH3:40])([CH3:38])[CH3:37])[C:28]2[CH:29]=[N:30][C:31]([Cl:34])=[CH:32][CH:33]=2)[CH2:13][CH2:14][C:15](=O)[CH2:16][C:17]2[CH:22]=[CH:21][C:20]([N+:23]([O-:25])=[O:24])=[CH:19][CH:18]=2)C(=O)[O-])=CC=1.FC(F)(F)C(O)=O>ClCCl>[Si:36]([O:35][C@@H:27]([C@H:12]1[CH2:13][CH2:14][C:15]([CH2:16][C:17]2[CH:22]=[CH:21][C:20]([N+:23]([O-:25])=[O:24])=[CH:19][CH:18]=2)=[N:8]1)[C:28]1[CH:33]=[CH:32][C:31]([Cl:34])=[N:30][CH:29]=1)([C:39]([CH3:42])([CH3:41])[CH3:40])([CH3:37])[CH3:38]. Reported procedure: To a stirred solution of 18 g (28 mmol) of 4-methoxybenzyl[(1R)-1-[(R)-{[tert-butyl(dimethyl)silyl]oxy}(6-chloropyridin-3-yl)methyl]-5-(4-nitrophenyl)-4-oxopentyl]carbamate from Step B in 75 mL of anhydrous dichloromethane was added 75 ml of trifluoroacetic acid. The resulting mixture was stirred at ambient temperature for 2 h during which time the reaction became dark red in color. All volatiles were removed in vacuo and the residue dissolved in 300 mL of dichloromethane. The solution was washe... Starting materials: C(CC(O)(C(=O)O)CC(=O)O)(=O)O (citric acid), 2-[2-(1-tert-butoxy-carbonylpiperidin-4-yloxy)-4-(3-hydroxypyrrolidin-1-yl)benzoylamino]-N-(5-chhloro-pyridin-2-yl)benzamide, FC1=CC(=C(C(=O)NC2=C(C(=O)NC3=NC=C(C=C3)Cl)C=CC=C2)C=C1)OC1CCN(CC1)C(=O)OC(C)(C)C (2-[4-fluoro-2-(1-tert-butoxycarbonylpiperidin-4-yloxy)benzoylamino]-N-(5-chloropyridin-2-yl)-benzamide), OC1CNCC1 (3-hydroxypyrrolidine). Yields the product C(C)(C)(C)OC(=O)N1CCC(CC1)OC1=C(C(=O)NC2=C(C(=O)NC3=NC=C(C=C3)Cl)C=CC=C2)C=CC(=C1)N1CC(CC1)O (2-[2-(1-tert-Butoxycarbonylpiperidin-4-yloxy)-4-(3-hydroxy-pyrrolidin-1-yl)benzoylamino]-N-(5-chloropyridin-2-yl)benzamide). Reaction SMILES: C(O)(=O)CC(CC(O)=O)(C(O)=O)O.F[C:15]1[CH:39]=[CH:38][C:18]([C:19]([NH:21][C:22]2[CH:37]=[CH:36][CH:35]=[CH:34][C:23]=2[C:24]([NH:26][C:27]2[CH:32]=[CH:31][C:30]([Cl:33])=[CH:29][N:28]=2)=[O:25])=[O:20])=[C:17]([O:40][CH:41]2[CH2:46][CH2:45][N:44]([C:47]([O:49][C:50]([CH3:53])([CH3:52])[CH3:51])=[O:48])[CH2:43][CH2:42]2)[CH:16]=1.[OH:54][CH:55]1[CH2:59][CH2:58][NH:57][CH2:56]1>>[C:50]([O:49][C:47]([N:44]1[CH2:45][CH2:46][CH:41]([O:40][C:17]2[CH:16]=[C:15]([N:57]3[CH2:58][CH2:59][CH:55]([OH:54])[CH2:56]3)[CH:39]=[CH:38][C:18]=2[C:19]([NH:21][C:22]2[CH:37]=[CH:36][CH:35]=[CH:34][C:23]=2[C:24]([NH:26][C:27]2[CH:32]=[CH:31][C:30]([Cl:33])=[CH:29][N:28]=2)=[O:25])=[O:20])[CH2:42][CH2:43]1)=[O:48])([CH3:52])([CH3:51])[CH3:53]. Procedure: Using methods substantially equivalent to those described in example 4-F except that the workup used saturated aqueous citric acid instead of water, 2-[2-(1-tert-butoxy-carbonylpiperidin-4-yloxy)-4-(3-hydroxypyrrolidin-1-yl)benzoylamino]-N-(5-chhloro-pyridin-2-yl)benzamide (160 mg, 0.25 mmol, 47%) was prepared from 2-[4-fluoro-2-(1-tert-butoxycarbonylpiperidin-4-yloxy)benzoylamino]-N-(5-chloropyridin-2-yl)-benzamide and 3-hydroxypyrrolidine. Reactants: COC(C1=CC=C(C=C1)C=1N(C=NC1)C)=O (4-(3-methyl-3H-imidazol-4-yl)-benzoic acid methyl ester), [OH-].[Li+] (lithium hydroxide), O1CCCC1 (tetrahydrofuran), O (water). Solvent: CO (methanol). Yields the product CN1C=NC=C1C1=CC=C(C(=O)O)C=C1 (4-(3-Methyl-3H-imidazol-4-yl)-benzoic acid). The yield is 119678.0%. Reaction SMILES: C[O:2][C:3](=[O:16])[C:4]1[CH:9]=[CH:8][C:7]([C:10]2[N:11]([CH3:15])[CH:12]=[N:13][CH:14]=2)=[CH:6][CH:5]=1.[OH-].[Li+].O1CCCC1.O>CO>[CH3:15][N:11]1[C:10]([C:7]2[CH:8]=[CH:9][C:4]([C:3]([OH:16])=[O:2])=[CH:5][CH:6]=2)=[CH:14][N:13]=[CH:12]1 |f:1.2|. Procedure: 4-(3-Methyl-3H-imidazol-4-yl)-benzoic acid methyl ester was prepared using the procedure similar to that outlined by Pivsa-Art, S.,; Satoh, T., Kawamura, Y., Miura, M., Nomura, M. Bull. Chem. Soc. Jpn. 71, 1998, 467. In a flask was dried Cs2CO3 (3.29 g, 12 mmol) in vacuo at 150° C. for 1.5 hr. After cooling to ambient temperature, N-methylimidazole (0.5 mL, 6 mmol), methyl-4-iodo-benzoate (3.29 g, 12 mmmol), Pd(OAc)2 (0.14 g, 0.6 mmol), PPh3 (4.09 g, 12 mmol), and 20 mL dimethylformamide. The mi... The reactants are C(CCC)[Sn](C1=NC=CC=C1)(CCCC)CCCC (2-tributylstannylpyridine), [F-].[Cs+] (cesium fluoride), ClC=1N=NC(=CC1C(=O)NCC1=CC(=C(C=C1)OC)OC)C1=CC(=CC(=C1)C)Cl (3-chloro-6-(3-chloro-5-methylphenyl)-N-(3,4-dimethoxybenzyl)pyridazine-4-carboxamide). The reagents and catalysts are [Cu]I (copper (I) iodide), [Pd].C1(=CC=CC=C1)P(C1=CC=CC=C1)C1=CC=CC=C1.C1(=CC=CC=C1)P(C1=CC=CC=C1)C1=CC=CC=C1.C1(=CC=CC=C1)P(C1=CC=CC=C1)C1=CC=CC=C1.C1(=CC=CC=C1)P(C1=CC=CC=C1)C1=CC=CC=C1 (tetrakis(triphenylphosphine) palladium(0)). Run in CN(C)C=O (DMF). Run at temperature 80 celsius. Product: ClC=1C=C(C=C(C1)C)C1=CC(=C(N=N1)C1=NC=CC=C1)C(=O)NCC1=CC(=C(C=C1)OC)OC (6-(3-chloro-5-methylphenyl)-N-(3,4-dimethoxybenzyl)-3-pyridin-2-ylpyridazine-4-carboxamide). As a reaction SMILES: Cl[C:2]1[N:3]=[N:4][C:5]([C:22]2[CH:27]=[C:26]([CH3:28])[CH:25]=[C:24]([Cl:29])[CH:23]=2)=[CH:6][C:7]=1[C:8]([NH:10][CH2:11][C:12]1[CH:17]=[CH:16][C:15]([O:18][CH3:19])=[C:14]([O:20][CH3:21])[CH:13]=1)=[O:9].C([Sn](CCCC)(CCCC)[C:35]1[CH:40]=[CH:39][CH:38]=[CH:37][N:36]=1)CCC.[F-].[Cs+]>CN(C=O)C.[Cu]I.[Pd].C1(P(C2C=CC=CC=2)C2C=CC=CC=2)C=CC=CC=1.C1(P(C2C=CC=CC=2)C2C=CC=CC=2)C=CC=CC=1.C1(P(C2C=CC=CC=2)C2C=CC=CC=2)C=CC=CC=1.C1(P(C2C=CC=CC=2)C2C=CC=CC=2)C=CC=CC=1>[Cl:29][C:24]1[CH:23]=[C:22]([C:5]2[N:4]=[N:3][C:2]([C:35]3[CH:40]=[CH:39][CH:38]=[CH:37][N:36]=3)=[C:7]([C:8]([NH:10][CH2:11][C:12]3[CH:17]=[CH:16][C:15]([O:18][CH3:19])=[C:14]([O:20][CH3:21])[CH:13]=3)=[O:9])[CH:6]=2)[CH:27]=[C:26]([CH3:28])[CH:25]=1 |f:2.3,6.7.8.9.10|. Procedure details: To a solution of 3-chloro-6-(3-chloro-5-methylphenyl)-N-(3,4-dimethoxybenzyl)pyridazine-4-carboxamide (3-1, 0.01 g, 0.023 mmol, 1.0 equiv; made analogously to 1-3) in DMF (0.50 mL) at 25° C. was added 2-tributylstannylpyridine (0.017 g, 0.046 mmol, 2.0 equiv), cesium fluoride (0.007 g, 0.046 mmol, 2.0 equiv), copper (I) iodide (0.00044 g, 0.0023 mmol, 0.1 equiv), and tetrakis(triphenylphosphine) palladium(0) (0.0027 g, 0.0023 mmol, 0.1 equiv) and the reaction mixture was heated to 80° C. for 0.5... Reactants: NC1=C(C(=O)N)C=CC=C1 (2-aminobenzamide), CN(C1=CC=C(C=O)C=C1)C (4-(dimethylamino)benzaldehyde), [Na].S(=O)(=O)=O (sulfonylideneoxidane sodium). Solvent: CC(=O)N(C)C (dimethylacetamide), O (water). Reaction conditions: temperature 150 celsius, time 8 hour. Yields the product CN(C1=CC=C(C=C1)C1=NC2=CC=CC=C2C(=N1)O)C (2-[4-(dimethylamino)phenyl]quinazolin-4-ol). Reaction SMILES: [NH2:1][C:2]1[CH:10]=[CH:9][CH:8]=[CH:7][C:3]=1[C:4]([NH2:6])=[O:5].[CH3:11][N:12]([CH3:21])[C:13]1[CH:20]=[CH:19][C:16]([CH:17]=O)=[CH:15][CH:14]=1.[Na].S(=O)(=O)=O>CC(N(C)C)=O.O>[CH3:11][N:12]([CH3:21])[C:13]1[CH:20]=[CH:19][C:16]([C:17]2[N:6]=[C:4]([OH:5])[C:3]3[C:2](=[CH:10][CH:9]=[CH:8][CH:7]=3)[N:1]=2)=[CH:15][CH:14]=1 |f:2.3,^1:21|. Procedure details: Into a 100-mL 3-necked round-bottom flask purged and maintained with an inert atmosphere of nitrogen, was placed a solution of 2-aminobenzamide (1.36 g, 9.99 mmol, 1.00 equiv) in dimethylacetamide (25 mL), 4-(dimethylamino)benzaldehyde (1.49 g, 9.99 mmol, 1.00 equiv) and sulfonylideneoxidane sodium (1.6 g, 15.53 mmol, 1.50 equiv). The resulting solution was stirred overnight at 150° C. in an oil bath. The reaction mixture was cooled to 25° C. The resulting solution was diluted with 100 mL of wat... The reactants are COC1=C(C(=C(C2=CC=CC=C12)OC)C)C=O (1,4-dimethoxy-3-methyl-2-naphthaldehyde), COC1=C(C=C(C2=CC=CC=C12)OC)/C=C(/C(=O)OCC)\C (Ethyl (E)-3-(1,4-dimethoxynaphthalen-2-yl)-2-methylpropenoate). Yields the product COC1=C(C(=C(C2=CC=CC=C12)OC)C)/C=C(/C(=O)OCC)\C (Ethyl (E)-3-(1,4-dimethoxy-3-methylnaphthalen-2-yl)-2-methylpropenoate), product. Isolated yield 65.0%. Reaction SMILES: [CH3:1][O:2][C:3]1[C:12]2[C:7](=[CH:8][CH:9]=[CH:10][CH:11]=2)[C:6]([O:13][CH3:14])=[C:5]([CH3:15])[C:4]=1[CH:16]=O.COC1C2C(=CC=CC=2)C(OC)=CC=1/[CH:32]=[C:33](\C)/[C:34]([O:36][CH2:37][CH3:38])=[O:35]>>[CH3:1][O:2][C:3]1[C:12]2[C:7](=[CH:8][CH:9]=[CH:10][CH:11]=2)[C:6]([O:13][CH3:14])=[C:5]([CH3:15])[C:4]=1/[CH:16]=[C:33](\[CH3:32])/[C:34]([O:36][CH2:37][CH3:38])=[O:35]. Procedure details: Compound 98a was prepared from 34 (0.506 g, 2.20 mmol) as described above for 28a to give 0.541 g (1.42 mmol, 65%) of the product as a colorless oil following flash chromatography (1:19 i-Pr2O:hexanes).